This data is from the Open Reaction Database (ORD), a public repository of structured organic reaction records. The task is: describe an organic reaction: reactants, conditions, products, and yield Starting materials: C12(CC3CC(CC(C1)C3)C2)O (1-adamantanol), ON1C(C=2C(C1=O)=CC=CC2)=O (N-hydroxyphthalimide), Co(AA)2, C(C)(=O)O (acetic acid), resultant mixture, alcohols, C12(CC3CC(CC(C1)C3)C2)O (1-adamantanol). Yields the product C12(CC3(CC(CC(C1)C3)C2)O)O (1,3-adamantanediol), C12(CC3(CC(CC(C1)C3)(C2)O)O)O (1,3,5-adamantanetriol). The yield is 26.0%. RXN SMILES: [C:1]12([OH:11])[CH2:10][CH:5]3[CH2:6][CH:7]([CH2:9][CH:3]([CH2:4]3)[CH2:2]1)[CH2:8]2.[OH:12]N1C(=O)C2=CC=CC=C2C1=O.[C:24]([OH:27])(=O)[CH3:25]>>[C:3]12([OH:12])[CH2:4][CH:5]3[CH2:6][CH:7]([CH2:8][C:1]([OH:11])([CH2:10]3)[CH2:2]1)[CH2:9]2.[C:24]12([OH:27])[CH2:25][C:1]3([OH:11])[CH2:8][CH:7]([CH2:9][C:3]([OH:12])([CH2:2]3)[CH2:4]1)[CH2:6]2. Procedure details: To 25 milliliters of acetic acid were added 1.52 grams (10 millimoles) of 1-adamantanol, 0.13 gram (0.8 millimole) of N-hydroxyphthalimide and 0.015 gram (0.06 millimole) of Co(AA)2, and the resultant mixture was stirred under an oxygen atmosphere at a temperature of 75° C. for three hours. As a result, 1-adamantanol was transformed, with a transformation rate of 80%, into 1,3-adamantanediol (selectivity for 1-adamantanol 66%, yield 53%) and 1,3,5-adamantanetriol (selectivity for 1-adamantanol 3... Starting materials: FC(OC1=C(C=CC=C1)S(=O)(=O)N=C=O)F (2-difluoromethoxyphenyl-sulfonyl isocyanate), NC1=NC(=NC(=N1)Cl)OC (2-amino-4-chloro-6-methoxy-1,3,5-triazine). Solvent: O1CCOCC1 (dioxane), O1CCOCC1 (dioxane). Yields the product FC(OC1=C(C=CC=C1)S(=O)(=O)NC(=O)NC1=NC(=NC(=N1)Cl)OC)F (N-(2-difluoromethoxyphenyl-sulfonyl)-N'-(4-chloro-6-methoxy-1,3,5-triazin-2-yl)-urea). Yield: 87.9%. RXN SMILES: [F:1][CH:2]([F:16])[O:3][C:4]1[CH:9]=[CH:8][CH:7]=[CH:6][C:5]=1[S:10]([N:13]=[C:14]=[O:15])(=[O:12])=[O:11].[NH2:17][C:18]1[N:23]=[C:22]([Cl:24])[N:21]=[C:20]([O:25][CH3:26])[N:19]=1>O1CCOCC1>[F:16][CH:2]([F:1])[O:3][C:4]1[CH:9]=[CH:8][CH:7]=[CH:6][C:5]=1[S:10]([NH:13][C:14]([NH:17][C:18]1[N:23]=[C:22]([Cl:24])[N:21]=[C:20]([O:25][CH3:26])[N:19]=1)=[O:15])(=[O:12])=[O:11]. Reported procedure: 124.6 g of 2-difluoromethoxyphenyl-sulfonyl isocyanate in 100 ml of dioxane are added dropwise to a suspension of 80.3 g of 2-amino-4-chloro-6-methoxy-1,3,5-triazine in 400 ml of absolute dioxane in the course of 10 minutes. The reaction mixture is warmed to 90°-100° for 3 hours, and the solution is then cooled and concentrated to give 180 g of N-(2-difluoromethoxyphenyl-sulfonyl)-N'-(4-chloro-6-methoxy-1,3,5-triazin-2-yl)-urea of melting point 167°-168°. Reactants: OO (H2O2), NC1=C(C(=CC(=C1)C)C)O (2-amino-4,6-dimethylphenol), FC1=C(C=CC(=C1)Br)N=C=S (2-fluoro-4-bromophenyl isothiocyanate), O[Li].O (LiOH.H2O). Run in O1CCCC1 (tetrahydrofuran). Reaction conditions: time 16 hour. Product: BrC1=CC(=C(C=C1)NC=1OC2=C(N1)C=C(C=C2C)C)F (N-(4-bromo-2-fluorophenyl)-5,7-dimethylbenzo[d]oxazol-2-amine). Reaction SMILES: [NH2:1][C:2]1[CH:7]=[C:6]([CH3:8])[CH:5]=[C:4]([CH3:9])[C:3]=1[OH:10].[F:11][C:12]1[CH:17]=[C:16]([Br:18])[CH:15]=[CH:14][C:13]=1[N:19]=[C:20]=S.O[Li].O.OO>O1CCCC1>[Br:18][C:16]1[CH:15]=[CH:14][C:13]([NH:19][C:20]2[O:10][C:3]3[C:4]([CH3:9])=[CH:5][C:6]([CH3:8])=[CH:7][C:2]=3[N:1]=2)=[C:12]([F:11])[CH:17]=1 |f:2.3|. Procedure details: An ambient solution of 2-amino-4,6-dimethylphenol (0.85 g, 6.2 mmol) and 2-fluoro-4-bromophenyl isothiocyanate (1.44 g, 6.20 mmol) in tetrahydrofuran (20 mL) was stirred for 16 h. The reaction was cooled (0° C.), and LiOH.H2O (0.521 g, 12.41 mmol) was added, followed by the dropwise addition of 30% H2O2 (3.41 mL, 31.0 mmol) over 15 minutes. The reaction was warmed to room temperature and stirred for 16 h. The reaction was then quenched by the addition of 20% aqueous sodium sulfite solution (50 m... The reactants are O (Water), ClC1=C(C=C2C=C(NC2=C1)C(NC(C(F)(F)F)C1=CC(=C(C=C1)F)C(F)(F)F)=O)C(=O)OCC (Ethyl 6-chloro-2-({2,2,2-trifluoro-1-[4-fluoro-3-(trifluoromethyl)phenyl]ethyl}carbamoyl)-1H-indole-5-carboxylate), ICC (Iodoethane), [H-].[Na+] (Sodium hydride). The solvent is C(C)(=O)OCC (ethyl acetate), CN(C=O)C (N,N-dimethylformamide). Yields the product ClC1=C(C=C2C=C(N(C2=C1)CC)C(NC(C(F)(F)F)C1=CC(=C(C=C1)F)C(F)(F)F)=O)C(=O)OCC (ethyl 6-chloro-1-ethyl-2-({2,2,2-trifluoro-1-[4-fluoro-3-(trifluoromethyl)phenyl]ethyl}carbamoyl)-1H-indole-5-carboxylate). Yield: 65.7%. Reaction SMILES: [Cl:1][C:2]1[CH:10]=[C:9]2[C:5]([CH:6]=[C:7]([C:11](=[O:29])[NH:12][CH:13]([C:18]3[CH:23]=[CH:22][C:21]([F:24])=[C:20]([C:25]([F:28])([F:27])[F:26])[CH:19]=3)[C:14]([F:17])([F:16])[F:15])[NH:8]2)=[CH:4][C:3]=1[C:30]([O:32][CH2:33][CH3:34])=[O:31].[H-].[Na+].I[CH2:38][CH3:39].O>CN(C)C=O.C(OCC)(=O)C>[Cl:1][C:2]1[CH:10]=[C:9]2[C:5]([CH:6]=[C:7]([C:11](=[O:29])[NH:12][CH:13]([C:18]3[CH:23]=[CH:22][C:21]([F:24])=[C:20]([C:25]([F:26])([F:27])[F:28])[CH:19]=3)[C:14]([F:16])([F:15])[F:17])[N:8]2[CH2:38][CH3:39])=[CH:4][C:3]=1[C:30]([O:32][CH2:33][CH3:34])=[O:31] |f:1.2|. Reported procedure: Ethyl 6-chloro-2-({2,2,2-trifluoro-1-[4-fluoro-3-(trifluoromethyl)phenyl]ethyl}carbamoyl)-1H-indole-5-carboxylate (0.42 g, 0.82 mmol) was dissolved under argon at 0° C. in N,N-dimethylformamide (6 ml). Sodium hydride (60%; 0.028 g, 0.72 mmol) was added and the mixture was stirred while cooling with ice for 2 h. Iodoethane (0.10 g, 0.65 mmol) was added. The reaction mixture was thawed while stirring within 36 h. Water and ethyl acetate were added and the phases were separated. The organic phase w... Reactants: COc1cc(C)c(C(=O)c2c(OC(C)=O)ccc(Br)c2C)c(OC)c1OC, O=C([O-])[O-], CO, [K+], [K+], O. Yields the product COc1cc(C)c(C(=O)c2c(O)ccc(Br)c2C)c(OC)c1OC. RXN SMILES: [C:1](=[O:2])([CH3:3])[O:4][c:5]1[c:6]([C:7](=[O:8])[c:9]2[c:10]([O:20][CH3:21])[c:11]([O:18][CH3:19])[c:12]([O:16][CH3:17])[cH:13][c:14]2[CH3:15])[c:22]([CH3:27])[c:23]([Br:26])[cH:24][cH:25]1.[C:28](=[O:29])([O-:30])[O-:31].[CH3:34][OH:35].[K+:32].[K+:33].[OH2:36]>>[OH:4][c:5]1[c:6]([C:7](=[O:8])[c:9]2[c:10]([O:20][CH3:21])[c:11]([O:18][CH3:19])[c:12]([O:16][CH3:17])[cH:13][c:14]2[CH3:15])[c:22]([CH3:27])[c:23]([Br:26])[cH:24][cH:25]1.